From a dataset of the Open Reaction Database (ORD), a public repository of structured organic reaction records. describe an organic reaction: reactants, conditions, products, and yield The reactants are ClC1=CC=C(C(=O)C2=CC=C(C=C2)[N+](=O)[O-])C=C1 (4-chloro-4'-nitrobenzophenone). The reagents and catalysts are [Pt]=O (platinum oxide). Run in C(C)O (ethanol). Yields the product NC1=CC=C(C(=O)C2=CC=C(C=C2)Cl)C=C1 (4-amino-4'-chloro-benzophenone). Yield: 79.2%. Reaction SMILES: [Cl:1][C:2]1[CH:18]=[CH:17][C:5]([C:6]([C:8]2[CH:13]=[CH:12][C:11]([N+:14]([O-])=O)=[CH:10][CH:9]=2)=[O:7])=[CH:4][CH:3]=1>C(O)C.[Pt]=O>[NH2:14][C:11]1[CH:12]=[CH:13][C:8]([C:6]([C:5]2[CH:17]=[CH:18][C:2]([Cl:1])=[CH:3][CH:4]=2)=[O:7])=[CH:9][CH:10]=1. Procedure details: A suspension of 14.4g (54.8 mmol) of 4-chloro-4'-nitrobenzophenone and 66.9 mg, (0.5 mole %) of platinum oxide was stirred under hydrogen in 300 ml of ethanol for 2 hours The mixture was filtered, evaporated and purified by flash column chromatography (2-8% EtOAc/CH2C12) to obtain 10.05 g (72%) of the desired product as a yellow solid. 1H nmr (CDCl3) δ4.16 (2H, br s), 6.67 (2H, d), 7.43 (2H, d), 7.68 (2H, d), 7.69 (2H, d). The reactants are O=CO, COc1ccc(N2CCN(c3ccc(NC(=S)NC(C)(C)CO)cc3)CC2)cc1. Yields the product COc1ccc(N2CCN(c3ccc(NC4=NC(C)(C)CS4)cc3)CC2)cc1. Reaction SMILES: [CH:30]([OH:31])=[O:32].[OH:1][CH2:2][C:3]([CH3:4])([CH3:5])[NH:6][C:7](=[S:8])[NH:9][c:10]1[cH:11][cH:12][c:13]([N:16]2[CH2:17][CH2:18][N:19]([c:22]3[cH:23][cH:24][c:25]([O:28][CH3:29])[cH:26][cH:27]3)[CH2:20][CH2:21]2)[cH:14][cH:15]1>>[CH2:2]1[C:3]([CH3:4])([CH3:5])[N:6]=[C:7]([NH:9][c:10]2[cH:11][cH:12][c:13]([N:16]3[CH2:17][CH2:18][N:19]([c:22]4[cH:23][cH:24][c:25]([O:28][CH3:29])[cH:26][cH:27]4)[CH2:20][CH2:21]3)[cH:14][cH:15]2)[S:8]1. Reactants: FC(C1=NN=C2N1N=C(C=C2)C(C)=O)(C=2C=C1C=CC=NC1=CC2)F (1-(3-(difluoro(quinolin-6-yl)methyl)-[1,2,4]triazolo[4,3-b]pyridazin-6-yl)ethanone), NOCCO (2-(aminooxy)ethanol), NOCCO (2-(aminooxy)ethanol). Solvent: CO (MeOH). The product is OCCO\N=C(/C)\C=1C=CC=2N(N1)C(=NN2)C(C=2C=C1C=CC=NC1=CC2)(F)F ((E)-1-(3-(Difluoro(quinolin-6-yl)methyl)-[1,2,4]triazolo[4,3-b]pyridazin-6-yl)ethanone O-2-hydroxyethyl oxime). The yield is 55.3%. As a reaction SMILES: [F:1][C:2]([F:25])([C:15]1[CH:16]=[C:17]2[C:22](=[CH:23][CH:24]=1)[N:21]=[CH:20][CH:19]=[CH:18]2)[C:3]1[N:7]2[N:8]=[C:9]([C:12](=O)[CH3:13])[CH:10]=[CH:11][C:6]2=[N:5][N:4]=1.[NH2:26][O:27][CH2:28][CH2:29][OH:30]>CO>[OH:30][CH2:29][CH2:28][O:27]/[N:26]=[C:12](/[C:9]1[CH:10]=[CH:11][C:6]2[N:7]([C:3]([C:2]([F:25])([F:1])[C:15]3[CH:16]=[C:17]4[C:22](=[CH:23][CH:24]=3)[N:21]=[CH:20][CH:19]=[CH:18]4)=[N:4][N:5]=2)[N:8]=1)\[CH3:13]. Reported procedure: A solution of 1-(3-(difluoro(quinolin-6-yl)methyl)-[1,2,4]triazolo[4,3-b]pyridazin-6-yl)ethanone (54 mg, 0.159 mmol) and 2-(aminooxy)ethanol (intermediate S) (36.1 mg, 0.318 mmol) in 8 mL of MeOH was stirred at it overnight. Solvent was evaporated and the residue was partitioned between water and EtOAc. Aqueous layer was extracted with EtOAc twice. Organic layers were combined, washed with brine and dried over Na2SO4. Solvent was evaporated and the crude was purified by HPLC (basic with 0.05% NH... Starting materials: C(C1=CC=CC=C1)OC(NCCCCCC1=NC2=C(N1CCC)C=C(C=C2)C#N)=O ([5-(6-cyano-1-propyl-1H-benzimidazol-2-yl)-pentyl]-carbamic acid-benzyl ester). Reagents/catalysts: [C].[Pd] (palladium carbon). The solvent is C(C)O (ethanol). Run at time 20 hour. The product is NCCCCCC=1N(C2=C(N1)C=CC(=C2)C#N)CCC (2-(5-amino-pentyl)-3-propyl-3H-benzimidazol-5-carbonitrile). The yield is 35.8%. RXN SMILES: C(OC(=O)[NH:10][CH2:11][CH2:12][CH2:13][CH2:14][CH2:15][C:16]1[N:20]([CH2:21][CH2:22][CH3:23])[C:19]2[CH:24]=[C:25]([C:28]#[N:29])[CH:26]=[CH:27][C:18]=2[N:17]=1)C1C=CC=CC=1>C(O)C.[C].[Pd]>[NH2:10][CH2:11][CH2:12][CH2:13][CH2:14][CH2:15][C:16]1[N:20]([CH2:21][CH2:22][CH3:23])[C:19]2[CH:24]=[C:25]([C:28]#[N:29])[CH:26]=[CH:27][C:18]=2[N:17]=1 |f:2.3|. Reported procedure: The compound (107 mg) obtained in Example 48-3 was dissolved in ethanol (10 ml) and added with palladium carbon (20 mg) and the whole was stirred for 20 hours under a hydrogen atmosphere. After filtration through Celite, the solvent was distilled off. The residue was purified through silica gel column chromatography (chloroform/methanol), thereby obtaining the subject compound (25.6 mg) as a white solid. Reactants: CC1=C(C=C(C(=C1)[N+](=O)[O-])OC)C1=CC=NC=C1 (4-[2-methyl-5-(methyloxy)-4-nitrophenyl]pyridine), ICCC (1-iodopropane). Run in CC(C(C)(C)C)=O (pinacolone), CC(=O)C (acetone). Run at temperature 102 celsius. The product is [I-].CC1=C(C=C(C(=C1)[N+](=O)[O-])OC)C1=CC=[N+](C=C1)CCC (4-[2-methyl-5-(methyloxy)-4-nitrophenyl]-1-propylpyridinium iodide). Isolated yield 535.3%. RXN SMILES: [CH3:1][C:2]1[CH:7]=[C:6]([N+:8]([O-:10])=[O:9])[C:5]([O:11][CH3:12])=[CH:4][C:3]=1[C:13]1[CH:18]=[CH:17][N:16]=[CH:15][CH:14]=1.[I:19][CH2:20][CH2:21][CH3:22]>CC(=O)C(C)(C)C.CC(C)=O>[I-:19].[CH3:1][C:2]1[CH:7]=[C:6]([N+:8]([O-:10])=[O:9])[C:5]([O:11][CH3:12])=[CH:4][C:3]=1[C:13]1[CH:18]=[CH:17][N+:16]([CH2:20][CH2:21][CH3:22])=[CH:15][CH:14]=1 |f:4.5|. Reported procedure: To 4-[2-methyl-5-(methyloxy)-4-nitrophenyl]pyridine (750 mg, 3.07 mmol) in 15 mL of pinacolone was added, 1-iodopropane (2.1 g, 2.66 mmol). The mixture was heated to 102° C. for 24 h. The mixture was cooled and diluted with acetone. The resulting slurry was filtered and washed with acetone. The product was dried under vacuum to give the title compound of step B (1.1 g, 14.24 mmol, 86%). 1H NMR (400 MHz, DMSO-d6) δ ppm 9.19 (d, J=6.78 Hz, 2H), 8.30 (d, J=6.59 Hz, 2H), 7.94 (s, 1H), 7.37 (s, 1H), ... Reactants: COC(=O)C(=CO)c1cc(Cl)ccc1Oc1ccccc1, CCCCCC, Cc1ccccc1, O, O=P(O)(O)OP(=O)(O)O. Product: COC(=O)C1=Cc2ccccc2Oc2ccc(Cl)cc21. As a reaction SMILES: [CH3:1][O:2][C:3]([C:4](=[CH:5][OH:6])[c:7]1[c:8]([O:14][c:15]2[cH:16][cH:17][cH:18][cH:19][cH:20]2)[cH:9][cH:10][c:11]([Cl:13])[cH:12]1)=[O:21].[CH3:22][CH2:23][CH2:24][CH2:25][CH2:26][CH3:27].[CH3:28][c:29]1[cH:30][cH:31][cH:32][cH:33][cH:34]1.[OH2:35].[P:36]([O:37][P:38]([OH:39])([OH:40])=[O:41])([OH:42])([OH:43])=[O:44]>>[CH3:1][O:2][C:3]([C:4]1=[CH:5][c:16]2[c:15]([cH:20][cH:19][cH:18][cH:17]2)[O:14][c:8]2[c:7]1[cH:12][c:11]([Cl:13])[cH:10][cH:9]2)=[O:21]. Procedure: A mixture of 4-iodo-1-methylpyridin-2(1H)-one (0.909 g, 3.76 mmol), (S)-6-(2-hydroxy-2-methylpropyl)-6-phenyl-3-((S)-1-(4-(4,4,5,5-tetramethyl-1,3,2-dioxaborolan -2-yl)phenyl)ethyl)-1,3-oxazinan-2-one (1.5 g, 3.13 mmol), 2 M aq Cs2CO3 (3 mL, 6 mmol), and PdCl2(PPh3)2 (0.201 g, 0.282 mmol) in 1,4-dioxane (15 mL) was refluxed under N2 for 2 hours. The reaction mixture was filtered, and the filtrate was extracted with EtOAc. The combined organic layer was washed with brine, dried over Na2SO4 and co... The yield is 71.9%. Product: C1(=CC=CC=C1)C1CCNC(O1)=O (6-phenyl-1,3-oxazinan-2-one). Reaction SMILES: IC1C=CN(C)C(=O)C=1.OC(C)(C)C[C@@:13]1([C:37]2[CH:42]=[CH:41][CH:40]=[CH:39][CH:38]=2)[O:18][C:17](=[O:19])[N:16]([C@H](C2C=CC(B3OC(C)(C)C(C)(C)O3)=CC=2)C)[CH2:15][CH2:14]1.C([O-])([O-])=O.[Cs+].[Cs+]>O1CCOCC1.Cl[Pd](Cl)([P](C1C=CC=CC=1)(C1C=CC=CC=1)C1C=CC=CC=1)[P](C1C=CC=CC=1)(C1C=CC=CC=1)C1C=CC=CC=1>[C:37]1([CH:13]2[O:18][C:17](=[O:19])[NH:16][CH2:15][CH2:14]2)[CH:38]=[CH:39][CH:40]=[CH:41][CH:42]=1 |f:2.3.4,^1:59,78|. Starting materials: IC1=CC(N(C=C1)C)=O (4-iodo-1-methylpyridin-2(1H)-one), OC(C[C@@]1(CCN(C(O1)=O)[C@@H](C)C1=CC=C(C=C1)B1OC(C(O1)(C)C)(C)C)C1=CC=CC=C1)(C)C ((S)-6-(2-hydroxy-2-methylpropyl)-6-phenyl-3-((S)-1-(4-(4,4,5,5-tetramethyl-1,3,2-dioxaborolan -2-yl)phenyl)ethyl)-1,3-oxazinan-2-one), C(=O)([O-])[O-].[Cs+].[Cs+] (Cs2CO3). Reagents/catalysts: Cl[Pd]([P](C1=CC=CC=C1)(C2=CC=CC=C2)C3=CC=CC=C3)([P](C4=CC=CC=C4)(C5=CC=CC=C5)C6=CC=CC=C6)Cl (PdCl2(PPh3)2). The solvent is O1CCOCC1 (1,4-dioxane). Reactants: ClC1=CC(=C(CN2N=CC3=CC(=CC=C23)C=C2C(N=C(S2)SCCC)=O)C=C1)C(F)(F)F (5-[1-(4-Chloro-2-trifluoromethyl-benzyl)-1H-indazol-5-ylmethylene]-2-propylsulfanyl-thiazol-4-one), N1CC(CC1)CC(=O)O (pyrrolidin-3-yl-acetic acid). The product is ClC1=CC(=C(CN2N=CC3=CC(=CC=C23)C=C2C(N=C(S2)N2CC(CC2)CC(=O)O)=O)C=C1)C(F)(F)F ((1-{5-[1-(4-Chloro-2-trifluoromethyl-benzyl)-1H-indazol-5-ylmethylene]-4-oxo-4,5-dihydro-thiazol-2-yl}-pyrrolidin-3-yl)-acetic acid). Reaction SMILES: [Cl:1][C:2]1[CH:28]=[CH:27][C:5]([CH2:6][N:7]2[C:15]3[C:10](=[CH:11][C:12]([CH:16]=[C:17]4[S:21][C:20](SCCC)=[N:19][C:18]4=[O:26])=[CH:13][CH:14]=3)[CH:9]=[N:8]2)=[C:4]([C:29]([F:32])([F:31])[F:30])[CH:3]=1.[NH:33]1[CH2:37][CH2:36][CH:35]([CH2:38][C:39]([OH:41])=[O:40])[CH2:34]1>>[Cl:1][C:2]1[CH:28]=[CH:27][C:5]([CH2:6][N:7]2[C:15]3[C:10](=[CH:11][C:12]([CH:16]=[C:17]4[S:21][C:20]([N:33]5[CH2:37][CH2:36][CH:35]([CH2:38][C:39]([OH:41])=[O:40])[CH2:34]5)=[N:19][C:18]4=[O:26])=[CH:13][CH:14]=3)[CH:9]=[N:8]2)=[C:4]([C:29]([F:30])([F:32])[F:31])[CH:3]=1. Reported procedure: (1-{5-[1-(4-Chloro-2-trifluoromethyl-benzyl)-1H-indazol-5-ylmethylene]-4-oxo-4,5-dihydro-thiazol-2-yl}-pyrrolidin-3-yl)-acetic acid was prepared from 5-[1-(4-Chloro-2-trifluoromethyl-benzyl)-1H-indazol-5-ylmethylene]-2-propylsulfanyl-thiazol-4-one and pyrrolidin-3-yl-acetic acid following General Procedure B. Starting materials: [H][H] (hydrogen), C(\C=C/C(=O)O)(=O)O.C1(=CC=CC=C1)CN1CCC(CC1)CCOC1=CC=C(C(=O)OCC)C=C1 (ethyl 4-[2-[1-(phenylmethyl)-4-piperidinyl]ethoxy]benzoate (Z)-2-butenedioate). Reagents/catalysts: [Pd] (palladium-on-charcoal). The solvent is C(C)O (ethanol). Yields the product C(CCC(=O)O)(=O)O.N1CCC(CC1)CCOC1=CC=C(C(=O)OCC)C=C1 (ethyl 4-[2-(4-piperidinyl)ethoxy]benzoate butanedioate). The yield is 100.0%. As a reaction SMILES: [C:1]([OH:8])(=[O:7])/[CH:2]=[CH:3]\[C:4]([OH:6])=[O:5].C1(C[N:16]2[CH2:21][CH2:20][CH:19]([CH2:22][CH2:23][O:24][C:25]3[CH:35]=[CH:34][C:28]([C:29]([O:31][CH2:32][CH3:33])=[O:30])=[CH:27][CH:26]=3)[CH2:18][CH2:17]2)C=CC=CC=1.[H][H]>[Pd].C(O)C>[C:1]([OH:8])(=[O:7])[CH2:2][CH2:3][C:4]([OH:6])=[O:5].[NH:16]1[CH2:17][CH2:18][CH:19]([CH2:22][CH2:23][O:24][C:25]2[CH:26]=[CH:27][C:28]([C:29]([O:31][CH2:32][CH3:33])=[O:30])=[CH:34][CH:35]=2)[CH2:20][CH2:21]1 |f:0.1,5.6|. Reported procedure: A mixture of 4.8 parts of ethyl 4-[2-[1-(phenylmethyl)-4-piperidinyl]ethoxy]benzoate (Z)-2-butenedioate(1:1) and 120 parts of ethanol was hydrogenated at normal pressure and at 50° C. with 2 parts of palladium-on-charcoal catalyst 10%. After the calculated amount of hydrogen was taken up, the catalyst was filtered off and the filtrate was evaporated. The residue was crystallized from 2-propanol, yielding 4.5 parts (100%) of ethyl 4-[2-(4-piperidinyl)ethoxy]benzoate butanedioate(1:1); mp. 146.7° ... The reactants are COC1=NNC2=CC(=CC=C12)C(=CC(=O)NC)C1=NC=CC=C1 (3-(3-methoxy-1H-indazol-6-yl)-N-methyl-3-pyridin-2yl-acrylamide), N1C=CC2=CC=CC(=C12)C(CCNC)C1=CC=CC=C1 ([3-(1H-Indol-7-yl)-3-phenyl-propyl]-methyl-amine). Product: COC1=NNC2=CC(=CC=C12)C(CCNC)C1=NC=CC=C1 ([3-(3-Methoxy-1H-indazol-6-yl)-3-pyridin-2yl-propyl]-methyl-amine). As a reaction SMILES: [CH3:1][O:2][C:3]1[C:11]2[C:6](=[CH:7][C:8]([C:12]([C:18]3[CH:23]=[CH:22][CH:21]=[CH:20][N:19]=3)=[CH:13][C:14]([NH:16][CH3:17])=O)=[CH:9][CH:10]=2)[NH:5][N:4]=1.N1C2C(=CC=CC=2C(C2C=CC=CC=2)CCNC)C=C1>>[CH3:1][O:2][C:3]1[C:11]2[C:6](=[CH:7][C:8]([CH:12]([C:18]3[CH:23]=[CH:22][CH:21]=[CH:20][N:19]=3)[CH2:13][CH2:14][NH:16][CH3:17])=[CH:9][CH:10]=2)[NH:5][N:4]=1. Reported procedure: [3-(3-Methoxy-1H-indazol-6-yl)-3-pyridin-2yl-propyl]-methyl-amine CCXLV was prepared from 3-(3-methoxy-1H-indazol-6-yl)-N-methyl-3-pyridin-2yl-acrylamide using the procedure described for preparation of [3-(1H-Indol-7-yl)-3-phenyl-propyl]-methyl-amine XX (Example 4). MS (M+H)=298.